Dataset: the Open Reaction Database (ORD), a public repository of structured organic reaction records. Task: describe an organic reaction: reactants, conditions, products, and yield Reactants: CC(C)C(=O)CBr, O=C([O-])[O-], Cl, [K+], [K+], CCN(CC)CCNC(=O)c1cc(Cl)c(N)cc1O, CN(C)C=O, O. Product: CCN(CC)CCNC(=O)c1cc(Cl)c(N)cc1OCC(=O)C(C)C. RXN SMILES: [Br:28][CH2:29][C:30]([CH:31]([CH3:32])[CH3:33])=[O:34].[C:21](=[O:22])([O-:23])[O-:24].[ClH:1].[K+:25].[K+:26].[NH2:2][c:3]1[cH:4][c:5]([OH:20])[c:6]([C:7](=[O:8])[NH:9][CH2:10][CH2:11][N:12]([CH2:13][CH3:14])[CH2:15][CH3:16])[cH:17][c:18]1[Cl:19].[O:35]=[CH:36][N:37]([CH3:38])[CH3:39].[OH2:27]>>[NH2:2][c:3]1[cH:4][c:5]([O:20][CH2:29][C:30]([CH:31]([CH3:32])[CH3:33])=[O:34])[c:6]([C:7](=[O:8])[NH:9][CH2:10][CH2:11][N:12]([CH2:13][CH3:14])[CH2:15][CH3:16])[cH:17][c:18]1[Cl:19]. Starting materials: O=C1[C@H]([C@H](SC2=C(N1)C=CC=C2)C2=CC=CC=C2)NC([C@@H](NC(CC2=CC=CC=C2)=O)C)=O (N1-[(2R,3R)-4Oxo-2-phenyl-2,3,4,5-tetrahydro-1,5-benzothiazepin-3-yl]-N2-(phenylacetyl)-L-alaninamide), FC=1C=C(C=C(C1)F)CC(=O)O (3,5-difluorophenylacetic acid), N-[(2,3-cis)-4-oxo-2-phenyl-2,3,4,5-tetrahydro-1,5-benzothiazepin-3-yl]-L-phenylalaninamide, amine. The product is FC=1C=C(C=C(C1)F)CC(=O)N(C([C@@H](N)CC1=CC=CC=C1)=O)[C@H]1[C@H](SC2=C(NC1=O)C=CC=C2)C2=CC=CC=C2 (N-[(3,5-Difluorophenyl)acetyl]-N-[(2R,3R)-4-oxo-2-phenyl-2,3,4,5-tetrahydro-1,5-benzothiazepin-3-yl]-L-phenylalaninamide). RXN SMILES: [O:1]=[C:2]1[NH:8][C:7]2[CH:9]=[CH:10][CH:11]=[CH:12][C:6]=2[S:5][C@H:4]([C:13]2[CH:18]=[CH:17][CH:16]=[CH:15][CH:14]=2)[C@@H:3]1[NH:19][C:20](=[O:33])[C@H:21]([CH3:32])[NH:22]C(=O)CC1C=CC=CC=1.[F:34][C:35]1[CH:36]=[C:37]([CH2:42][C:43]([OH:45])=O)[CH:38]=[C:39]([F:41])[CH:40]=1>>[F:41][C:39]1[CH:38]=[C:37]([CH2:42][C:43]([N:19]([C@@H:3]2[C:2](=[O:1])[NH:8][C:7]3[CH:9]=[CH:10][CH:11]=[CH:12][C:6]=3[S:5][C@@H:4]2[C:13]2[CH:14]=[CH:15][CH:16]=[CH:17][CH:18]=2)[C:20](=[O:33])[C@H:21]([CH2:32][C:6]2[CH:12]=[CH:11][CH:10]=[CH:9][CH:7]=2)[NH2:22])=[O:45])[CH:36]=[C:35]([F:34])[CH:40]=1. Procedure details: A method similar to the one described for (97) was used except that N-[(2,3-cis)-4-oxo-2-phenyl-2,3,4,5-tetrahydro-1,5-benzothiazepin-3-yl]-L-phenylalaninamide (105a) was used as the amine component and 3,5-difluorophenylacetic acid was used as the acid component to afford the title compound as a 1:1 mixture with the 2S,3S diastereomer (58 mg), white solid, m.p.115-120° C. 1H NMR (300 MHz, d6-DMSO) δ 4.45 (m, 1H), 4.75 (m, 1H), 5.10 (m, 1H), 6.70 (m, 2H), 6.95-7.90 (m, 16H), 8.25 (two d, 1H, J=8... Reactants: C1=CC=CC=2C3=CC(=C4C=CC=CC4=C3C=CC12)B(O)O (6-chryseneboronic acid), BrC=1C=C(C=CC1)I (3-bromoiodobenzene), C1(=CC=CC=C1)C (toluene), C([O-])([O-])=O.[Na+].[Na+] (sodium carbonate). Reagents/catalysts: C=1C=CC(=CC1)[P](C=2C=CC=CC2)(C=3C=CC=CC3)[Pd]([P](C=4C=CC=CC4)(C=5C=CC=CC5)C=6C=CC=CC6)([P](C=7C=CC=CC7)(C=8C=CC=CC8)C=9C=CC=CC9)[P](C=1C=CC=CC1)(C=1C=CC=CC1)C=1C=CC=CC1 (tetrakis(triphenylphosphine)palladium). The solvent is CO (methanol), O (water), C(OC)COC (dimethoxyethane). Reaction conditions: time 8 hour. Product: BrC=1C=C(C=CC1)C=1C=C2C=3C=CC=CC3C=CC2=C2C=CC=CC12 (6-(3-bromophenyl)chrysene). Yield: 28.4%. RXN SMILES: [CH:1]1[C:18]2[CH:17]=[CH:16][C:15]3[C:6](=[CH:7][C:8](B(O)O)=[C:9]4[C:14]=3[CH:13]=[CH:12][CH:11]=[CH:10]4)[C:5]=2[CH:4]=[CH:3][CH:2]=1.[Br:22][C:23]1[CH:24]=[C:25](I)[CH:26]=[CH:27][CH:28]=1.C1(C)C=CC=CC=1.C(=O)([O-])[O-].[Na+].[Na+]>C1C=CC([P]([Pd]([P](C2C=CC=CC=2)(C2C=CC=CC=2)C2C=CC=CC=2)([P](C2C=CC=CC=2)(C2C=CC=CC=2)C2C=CC=CC=2)[P](C2C=CC=CC=2)(C2C=CC=CC=2)C2C=CC=CC=2)(C2C=CC=CC=2)C2C=CC=CC=2)=CC=1.CO.O.C(COC)OC>[Br:22][C:23]1[CH:24]=[C:25]([C:17]2[CH:16]=[C:15]3[C:6](=[C:5]4[C:18]=2[CH:1]=[CH:2][CH:3]=[CH:4]4)[CH:7]=[CH:8][C:9]2[CH:10]=[CH:11][CH:12]=[CH:13][C:14]3=2)[CH:26]=[CH:27][CH:28]=1 |f:3.4.5,^1:46,48,67,86|. Procedure details: In argon atmosphere, a mixture of 5.00 g (18.37 mmol) of 6-chryseneboronic acid, 5.20 g (18.37 mmol) of 3-bromoiodobenzene, 1.06 g (0.92 mmol) of tetrakis(triphenylphosphine)palladium (0), 30 ml of toluene, 30 ml of dimethoxyethane, and 27.6 g of a 2 M sodium carbonate aqueous solution was refluxed for 8 h under stirring and left standing overnight. The reaction mixture was added with water and stirred at room temperature for one hour. After adding methanol, the solid matter was collected by fil... The reactants are BrC=1C=CC(=C(C(=O)O)C1)F (5-Bromo-2-fluoro-benzoic acid), C1(=CC=CC=C1)B(O)O (phenyl boronic acid), O (water). Run in CC(C)(C)OC (TBME). The product is FC1=C(C=C(C=C1)C1=CC=CC=C1)C(=O)O (4-Fluoro-biphenyl-3-carboxylic acid). RXN SMILES: Br[C:2]1[CH:3]=[CH:4][C:5]([F:11])=[C:6]([CH:10]=1)[C:7]([OH:9])=[O:8].[C:12]1(B(O)O)[CH:17]=[CH:16][CH:15]=[CH:14][CH:13]=1.O>CC(OC)(C)C>[F:11][C:5]1[CH:4]=[CH:3][C:2]([C:12]2[CH:17]=[CH:16][CH:15]=[CH:14][CH:13]=2)=[CH:10][C:6]=1[C:7]([OH:9])=[O:8]. Reported procedure: 5-Bromo-2-fluoro-benzoic acid (49) (2.0 g, 9.00 mmol) was coupled to phenyl boronic acid (1.23 g, 10.00 mmol) using method F, except that after the 2 hour reaction, water (50 mL) and TBME (50 mL) were added. The mixture was filtered and the aqueous layer was washed with TBME. The aqueous layer was then acidified with 1N HCl and the precipitated solid was collected and dried. Yield: 1.6 g, 82% Reactants: CCOC(=O)c1cc(O)c2ccccc2n1, O=P(Cl)(Cl)Cl. Product: CCOC(=O)c1cc(Cl)c2ccccc2n1. As a reaction SMILES: [OH:6][c:7]1[cH:8][c:9]([C:17](=[O:18])[O:19][CH2:20][CH3:21])[n:10][c:11]2[cH:12][cH:13][cH:14][cH:15][c:16]12.[P:1]([Cl:2])([Cl:3])([Cl:4])=[O:5]>>[Cl:3][c:7]1[cH:8][c:9]([C:17](=[O:18])[O:19][CH2:20][CH3:21])[n:10][c:11]2[cH:12][cH:13][cH:14][cH:15][c:16]12. The reactants are CCOc1cc(C=O)c([N+](=O)[O-])c([N+](=O)[O-])c1O, CCBr, CN(C)C=O, CCOCC, [K+], [K+], O=C([O-])[O-]. Product: CCOc1cc(C=O)c([N+](=O)[O-])c([N+](=O)[O-])c1OCC. Reaction SMILES: [CH2:1]([CH3:2])[O:3][c:4]1[c:5]([OH:18])[c:6]([N+:15](=[O:16])[O-:17])[c:7]([N+:12](=[O:13])[O-:14])[c:8]([CH:9]=[O:10])[cH:11]1.[CH2:30]([CH3:31])[Br:32].[CH3:19][N:20]([CH3:21])[CH:22]=[O:23].[CH3:33][CH2:34][O:35][CH2:36][CH3:37].[K+:24].[K+:25].[O-:26][C:27]([O-:28])=[O:29]>>[CH2:1]([CH3:2])[O:3][c:4]1[c:5]([O:18][CH2:30][CH3:31])[c:6]([N+:15](=[O:16])[O-:17])[c:7]([N+:12](=[O:13])[O-:14])[c:8]([CH:9]=[O:10])[cH:11]1. Reactants: CNCCNC, CC#N, CS(=O)(=O)c1nc(N)n2nc(-c3ccco3)nc2n1. Product: CNCCN(C)c1nc(N)n2nc(-c3ccco3)nc2n1. RXN SMILES: [CH3:20][NH:21][CH2:22][CH2:23][NH:24][CH3:25].[CH3:26][C:27]#[N:28].[o:1]1[c:2](-[c:6]2[n:7][n:8]3[c:9]([n:10][c:11]([S:15]([CH3:16])(=[O:17])=[O:18])[n:12][c:13]3[NH2:14])[n:19]2)[cH:3][cH:4][cH:5]1>>[o:1]1[c:2](-[c:6]2[n:7][n:8]3[c:9]([n:10][c:11]([N:21]([CH3:20])[CH2:22][CH2:23][NH:24][CH3:25])[n:12][c:13]3[NH2:14])[n:19]2)[cH:3][cH:4][cH:5]1.